From a dataset of the Open Reaction Database (ORD), a public repository of structured organic reaction records. describe an organic reaction: reactants, conditions, products, and yield The reactants are [BH4-].[Na+] (Sodium borohydride), IC=1N=C(N(C1)COCC[Si](C)(C)C)C=O (4-Iodo-1-(2-trimethylsilanyl-ethoxymethyl)-1H-imidazole-2-carbaldehyde), O (H2O). Run in C(C)O (ethanol). Run at time 45 minute. Product: IC=1N=C(N(C1)COCC[Si](C)(C)C)CO ([4-iodo-1-(2-trimethylsilanyl-ethoxymethyl)-1H-imidazol-2-yl]-methanol). Isolated yield 86.2%. As a reaction SMILES: [I:1][C:2]1[N:3]=[C:4]([CH:15]=[O:16])[N:5]([CH2:7][O:8][CH2:9][CH2:10][Si:11]([CH3:14])([CH3:13])[CH3:12])[CH:6]=1.[BH4-].[Na+].O>C(O)C>[I:1][C:2]1[N:3]=[C:4]([CH2:15][OH:16])[N:5]([CH2:7][O:8][CH2:9][CH2:10][Si:11]([CH3:12])([CH3:13])[CH3:14])[CH:6]=1 |f:1.2|. Procedure: 4-Iodo-1-(2-trimethylsilanyl-ethoxymethyl)-1H-imidazole-2-carbaldehyde (4.6 g, 13.1 mmol) was dissolved in ethanol (50 ml) under argon. Sodium borohydride (0.514 g, 13.1 mmol) was added and the mixture was stirred at room temperature for 45 min. H2O (200 ml) was added. The aqueous layer was extracted 3 times with AcOEt. The combined extracts were dried over Na2SO4, filtered and the solvent was removed in vacuo. The crude residue was taken up in hexane and stirred at rt. Filtration provided [4-io...